This data is from the Open Reaction Database (ORD), a public repository of structured organic reaction records. The task is: describe an organic reaction: reactants, conditions, products, and yield The reactants are ClC1=CC=C(C=C1)C(C#N)(CN1N=CN=C1)CC (alpha-(4-chlorophenyl)-alpha-ethyl-1H-1,2,4-triazole-1-propanenitrile), [OH-].[Na+] (sodium hydroxide). The solvent is CS(=O)C (dimethyl sulfoxide). Conditions: temperature 100 celsius. Yields the product ClC1=CC=C(C=C1)C(C(=O)N)(CC)CN1N=CN=C1 (2-(4-chlorophenyl)-2-[(1,2,4-triazol-1-yl)methyl]butyramide). Isolated yield 91.6%. As a reaction SMILES: [Cl:1][C:2]1[CH:7]=[CH:6][C:5]([C:8]([CH2:17][CH3:18])([CH2:11][N:12]2[CH:16]=[N:15][CH:14]=[N:13]2)[C:9]#[N:10])=[CH:4][CH:3]=1.[OH-:19].[Na+]>CS(C)=O>[Cl:1][C:2]1[CH:7]=[CH:6][C:5]([C:8]([CH2:11][N:12]2[CH:16]=[N:15][CH:14]=[N:13]2)([CH2:17][CH3:18])[C:9]([NH2:10])=[O:19])=[CH:4][CH:3]=1 |f:1.2|. Procedure: To a 500 mL flask was charged 100.0 g (0.38 mole) of alpha-(4-chlorophenyl)-alpha-ethyl-1H-1,2,4-triazole-1-propanenitrile and 100 mL of dimethyl sulfoxide. To the stirring solution was added 100 g (1.25 mole) of 50% sodium hydroxide. The reaction mixture was heated at 100° C. for 1 hour after which GLC indicated the starting material was consumed. The reaction was poured into water and extracted with ethyl acetate. After washing with brine, the organic phase was dried over magnesium sulfate and... Reactants: OC(CN1CCC(CC1)(COC)N(C(CC)=O)C1=CC=CC=C1)C1=CC=CC=C1 (N-[1-(2-hydroxy-2-phenylethyl)-4-(methoxymethyl)-4-piperidinyl]-N-phenylpropanamide), O(CC)CC (1,1'-oxybisethane), C(CC)(=O)Cl (propanoyl chloride). Solvent: C(C)N(CC)CC (N,N-diethylethanamine). Reaction conditions: time 5 hour. The product is COCC1(CCN(CC1)CC(C1=CC=CC=C1)OC(CC)=O)N(C1=CC=CC=C1)C(CC)=O ([2-{4-(methoxymethyl)-4-[(1-oxopropyl)phenylamino]-1-piperidinyl}-1-phenylethyl]propanoate). Isolated yield 36.8%. RXN SMILES: [OH:1][CH:2]([C:24]1[CH:29]=[CH:28][CH:27]=[CH:26][CH:25]=1)[CH2:3][N:4]1[CH2:9][CH2:8][C:7]([N:13]([C:18]2[CH:23]=[CH:22][CH:21]=[CH:20][CH:19]=2)[C:14](=[O:17])[CH2:15][CH3:16])([CH2:10][O:11][CH3:12])[CH2:6][CH2:5]1.O(CC)CC.[C:35](Cl)(=[O:38])[CH2:36][CH3:37]>C(N(CC)CC)C>[CH3:12][O:11][CH2:10][C:7]1([N:13]([C:14](=[O:17])[CH2:15][CH3:16])[C:18]2[CH:23]=[CH:22][CH:21]=[CH:20][CH:19]=2)[CH2:8][CH2:9][N:4]([CH2:3][CH:2]([O:1][C:35](=[O:38])[CH2:36][CH3:37])[C:24]2[CH:25]=[CH:26][CH:27]=[CH:28][CH:29]=2)[CH2:5][CH2:6]1. Reported procedure: To a stirred solution of 8.4 parts of N-[1-(2-hydroxy-2-phenylethyl)-4-(methoxymethyl)-4-piperidinyl]-N-phenylpropanamide in 52.5 parts of 1,1'-oxybisethane are added 2.15 parts of propanoyl chloride and 3.8 parts of N,N-diethylethanamine. The whole is stirred for 5 hours at reflux. The reaction mixture is cooled to room temperature, poured onto water and the layers are separated. The organic phase is washed with water, dried, filtered and evaporated. The oily residue is purified by column-chrom... Reactants: C(C)(C)(C)C1=CC(=C(C=N1)C=1N([C@]([C@](N1)(C)C1=CC=C(C=C1)Cl)(C)C1=CC=C(C=C1)Cl)C(=O)N1CCC(CC1)CC(=O)O)OCC ({1-[(4S,5R)-2-(6-tert-butyl-4-ethoxy-pyridin-3-yl)-4,5-bis-(4-chloro-phenyl)-4,5-dimethyl-4,5-dihydro-imidazole-1-carbonyl]-piperidin-4-yl}-acetic acid), CC=1C=C2CCCNC2=CC1 (6-methyl-1,2,3,4-tetrahydroquinoline). Product: C(C)(C)(C)C1=CC(=C(C=N1)C=1N([C@]([C@](N1)(C)C1=CC=C(C=C1)Cl)(C)C1=CC=C(C=C1)Cl)C(=O)N1CCC(CC1)CC(=O)N1CCCC2=CC(=CC=C12)C)OCC (2-{1-[(4S,5R)-2-(6-tert-Butyl-4-ethoxy-pyridin-3-yl)-4,5-bis-(4-chloro-phenyl)-4,5-dimethyl-4,5-dihydro-imidazole-1-carbonyl]-piperidin-4-yl}-1-(6-methyl-3,4-dihydro-2H-quinolin-1-yl)-ethanone). Reaction SMILES: [C:1]([C:5]1[N:10]=[CH:9][C:8]([C:11]2[N:12]([C:32]([N:34]3[CH2:39][CH2:38][CH:37]([CH2:40][C:41](O)=[O:42])[CH2:36][CH2:35]3)=[O:33])[C@@:13]([C:25]3[CH:30]=[CH:29][C:28]([Cl:31])=[CH:27][CH:26]=3)([CH3:24])[C@@:14]([C:17]3[CH:22]=[CH:21][C:20]([Cl:23])=[CH:19][CH:18]=3)([CH3:16])[N:15]=2)=[C:7]([O:44][CH2:45][CH3:46])[CH:6]=1)([CH3:4])([CH3:3])[CH3:2].[CH3:47][C:48]1[CH:49]=[C:50]2[C:55](=[CH:56][CH:57]=1)[NH:54][CH2:53][CH2:52][CH2:51]2>>[C:1]([C:5]1[N:10]=[CH:9][C:8]([C:11]2[N:12]([C:32]([N:34]3[CH2:39][CH2:38][CH:37]([CH2:40][C:41]([N:54]4[C:55]5[C:50](=[CH:49][C:48]([CH3:47])=[CH:57][CH:56]=5)[CH2:51][CH2:52][CH2:53]4)=[O:42])[CH2:36][CH2:35]3)=[O:33])[C@@:13]([C:25]3[CH:26]=[CH:27][C:28]([Cl:31])=[CH:29][CH:30]=3)([CH3:24])[C@@:14]([C:17]3[CH:18]=[CH:19][C:20]([Cl:23])=[CH:21][CH:22]=3)([CH3:16])[N:15]=2)=[C:7]([O:44][CH2:45][CH3:46])[CH:6]=1)([CH3:4])([CH3:2])[CH3:3]. Procedure: In a manner analogous to the method described in example 163, {1-[(4S,5R)-2-(6-tert-butyl-4-ethoxy-pyridin-3-yl)-4,5-bis-(4-chloro-phenyl)-4,5-dimethyl-4,5-dihydro-imidazole-1-carbonyl]-piperidin-4-yl}-acetic acid was reacted with 6-methyl-1,2,3,4-tetrahydroquinoline (Alfa) to give the title product. LC-MS (ES+) 794 [(M+H)+]. Starting materials: COC(CC(C(=O)NC)C1=CC=C(C=C1)OCC1CC2(CCC1)CCCCC2)=O (N-methyl-3-[4-(spiro[5.5]undec-2-ylmethoxy)-phenyl]-succina mic acid methyl ester), [N-]=[N+]=[N-].[Na+] (sodium azide), FC(S(=O)(=O)OS(=O)(=O)C(F)(F)F)(F)F (trifluoromethanesulfonic anhydride), C([O-])(O)=O.[Na+] (sodium bicarbonate). The solvent is C(C)#N (acetonitrile). Reaction conditions: time 24 hour. Product: COC(CC(C1=CC=C(C=C1)OCC1CC2(CCC1)CCCCC2)C2=NN=NN2C)=O (3-(1-methyl-1H-tetrazol-5-yl)-3-[4-(spiro[5.5]undec-2-ylmethoxy)-phenyl]-propionic acid methyl ester). Yield: 21.7%. As a reaction SMILES: [CH3:1][O:2][C:3](=[O:29])[CH2:4][CH:5]([C:10]1[CH:15]=[CH:14][C:13]([O:16][CH2:17][CH:18]2[CH2:23][CH2:22][CH2:21][C:20]3([CH2:28][CH2:27][CH2:26][CH2:25][CH2:24]3)[CH2:19]2)=[CH:12][CH:11]=1)[C:6]([NH:8][CH3:9])=O.[N-:30]=[N+:31]=[N-:32].[Na+].FC(F)(F)S(OS(C(F)(F)F)(=O)=O)(=O)=O.C(=O)(O)[O-].[Na+]>C(#N)C>[CH3:1][O:2][C:3](=[O:29])[CH2:4][CH:5]([C:6]1[N:8]([CH3:9])[N:32]=[N:31][N:30]=1)[C:10]1[CH:15]=[CH:14][C:13]([O:16][CH2:17][CH:18]2[CH2:23][CH2:22][CH2:21][C:20]3([CH2:28][CH2:27][CH2:26][CH2:25][CH2:24]3)[CH2:19]2)=[CH:12][CH:11]=1 |f:1.2,4.5|. Reported procedure: To a solution of N-methyl-3-[4-(spiro[5.5]undec-2-ylmethoxy)-phenyl]-succinamic acid methyl ester (178 mg) obtained in Step 7 in acetonitrile (5 mL) were added successively sodium azide (85 mg) and trifluoromethanesulfonic anhydride (0.29 mL), followed by stirring the reaction mixture at room temperature for 24 hours. Then, after addition of saturated aqueous sodium bicarbonate solution, the reaction mixture was extracted with ethyl acetate. The organic layer was washed with brine, dried and con... Starting materials: ClC1=NC=C(N=C1)C(F)(F)F (2-chloro-5-(trifluoromethyl)pyrazine), C(C1=CC=CC=C1)N([C@@H]1[C@H](CCC1)NC)CC1=CC=CC=C1 ((1S,2S)-1-N,1-N-dibenzyl-2-N-methylcyclopentane-1,2-diamine), CCN(C(C)C)C(C)C (DIPEA). Run in CS(=O)C (DMSO), C(C)(=O)OCC (ethyl acetate). The product is C(C1=CC=CC=C1)N([C@@H]1[C@H](CCC1)N(C1=NC=C(N=C1)C(F)(F)F)C)CC1=CC=CC=C1 ((1S,2S)-1-N,1-N-Dibenzyl-2-N-methyl-2-N-[5-(trifluoromethyl)pyrazin-2-yl]cyclopentane-1,2-diamine). As a reaction SMILES: Cl[C:2]1[CH:7]=[N:6][C:5]([C:8]([F:11])([F:10])[F:9])=[CH:4][N:3]=1.[CH2:12]([N:19]([CH2:27][C:28]1[CH:33]=[CH:32][CH:31]=[CH:30][CH:29]=1)[C@H:20]1[CH2:24][CH2:23][CH2:22][C@@H:21]1[NH:25][CH3:26])[C:13]1[CH:18]=[CH:17][CH:16]=[CH:15][CH:14]=1.CCN(C(C)C)C(C)C>CS(C)=O.C(OCC)(=O)C>[CH2:27]([N:19]([CH2:12][C:13]1[CH:18]=[CH:17][CH:16]=[CH:15][CH:14]=1)[C@H:20]1[CH2:24][CH2:23][CH2:22][C@@H:21]1[N:25]([CH3:26])[C:2]1[CH:7]=[N:6][C:5]([C:8]([F:11])([F:10])[F:9])=[CH:4][N:3]=1)[C:28]1[CH:29]=[CH:30][CH:31]=[CH:32][CH:33]=1. Procedure details: A solution of 2-chloro-5-(trifluoromethyl)pyrazine (CAS number 799557-87-2; 198 mg, 1.087 mmol), (1S,2S)-1-N,1-N-dibenzyl-2-N-methylcyclopentane-1,2-diamine (291 mg, 0.988 mmol) and DIPEA (518 μl, 2.97 mmol) in DMSO (3.3 ml) was subjected to microwave irradiation at 140° C. for 4 hours. The reaction was diluted with ethyl acetate (20 ml), washed with a saturated solution of sodium bicarbonate (3×20 ml), brine (20 ml), filtered through a hydrophobic frit and concentrated in vacuo. This was then p...